This data is from the Open Reaction Database (ORD), a public repository of structured organic reaction records. The task is: describe an organic reaction: reactants, conditions, products, and yield As a reaction SMILES: Cl.[CH2:2]([O:4][C:5]1[CH:12]=[CH:11][C:8]([CH2:9][NH2:10])=[CH:7][CH:6]=1)[CH3:3].[Br:13][C:14]1[C:15](=[O:24])[N:16]([CH:21]([CH3:23])[CH3:22])[N:17]=[CH:18][C:19]=1Br.C(=O)([O-])[O-].[K+].[K+].O1CCOCC1>O>[Br:13][C:14]1[C:15](=[O:24])[N:16]([CH:21]([CH3:22])[CH3:23])[N:17]=[CH:18][C:19]=1[NH:10][CH2:9][C:8]1[CH:11]=[CH:12][C:5]([O:4][CH2:2][CH3:3])=[CH:6][CH:7]=1 |f:0.1,3.4.5|. Conditions: temperature 90 celsius, time 10 hour. Reported procedure: A mixture of 0.38 g of 4-ethoxybenzylamine hydrochloride, 0.4 g of 4,5-dibromo-2-iso-propyl-3(2H)pyridazinone, 0.34 g of potassium carbonate, 6 ml of 1,4-dioxane and 18 ml of water, was heated at 90° C. under stirring for 10 hours. The sovent was distilled off under reduced pressure, and water was added to the residue thereby obtained, and the mixture was extracted with ethyl acetate. The extract was washed with diluted hydrochloric acid and a saturated sodium chloride aqueous solution, and drie... Yields the product BrC=1C(N(N=CC1NCC1=CC=C(C=C1)OCC)C(C)C)=O (4-Bromo-5-(4-ethoxybenzylamino)-2-i-propyl-3(2H)pyridazinone). Reactants: Cl.C(C)OC1=CC=C(CN)C=C1 (4-ethoxybenzylamine hydrochloride), BrC=1C(N(N=CC1Br)C(C)C)=O (4,5-dibromo-2-iso-propyl-3(2H)pyridazinone), C([O-])([O-])=O.[K+].[K+] (potassium carbonate), O1CCOCC1 (1,4-dioxane). The solvent is O (water). Starting materials: C(CCCCCCC)[C@@H]1CC[C@H](CC1)C(=O)O (trans-4-n-octylcyclohexane-carboxylic acid), S(=O)(Cl)Cl (thionyl chloride), S(=O)(Cl)Cl (thionyl chloride). Run at temperature 60 celsius. Yields the product C(CCCCCCC)[C@@H]1CC[C@H](CC1)C(=O)Cl (trans-4-n-octylcyclohexane-carboxylic acid chloride). RXN SMILES: [CH2:1]([C@H:9]1[CH2:14][CH2:13][C@H:12]([C:15]([OH:17])=O)[CH2:11][CH2:10]1)[CH2:2][CH2:3][CH2:4][CH2:5][CH2:6][CH2:7][CH3:8].S(Cl)([Cl:20])=O>>[CH2:1]([C@H:9]1[CH2:14][CH2:13][C@H:12]([C:15]([Cl:20])=[O:17])[CH2:11][CH2:10]1)[CH2:2][CH2:3][CH2:4][CH2:5][CH2:6][CH2:7][CH3:8]. Procedure details: 1.16 g (4.82 mM) of trans-4-n-octylcyclohexane-carboxylic acid was added to thionyl chloride, and the mixture was heated at 60° C. for 3 hours, followed by distilling-off of an excess of the thionyl chloride, to obtain 1.00 g (3.86 mM) of trans-4-n-octylcyclohexane-carboxylic acid chloride. Starting materials: BrCCCCCCCCCCO (10-bromo-1-decanol), C(CCC)[Li] (n-butyl lithium), C1OC2(C(C(CCC2)S(=O)(=O)C2=CC=CC=C2)C)OC1 (1,1-(ethylenedioxy)-2-methyl-3-(phenylsulfonyl)-cyclohexane), C1(=CC=CC=C1)C(C1=CC=CC=C1)C1=CC=CC=C1 (triphenylmethane), [Cl-].[NH4+] (ammonium chloride). Solvent: CN(C)P(=O)(N(C)C)N(C)C (HMPA), C1CCOC1 (THF), C1CCOC1 (THF). Run at time 10 minute. Product: C1OC2C(C(CCC2)(S(=O)(=O)C2=CC=CC=C2)CCCCCCCCCCO)(C)OC1 (1,2-(ethylenedioxy)-3-(10-hydroxydecyl)-2-methyl-3-(phenylsulfonyl)-cyclohexane). The yield is 92.0%. As a reaction SMILES: C([Li])CCC.[CH2:6]1[CH2:25][O:24][C:8]2([CH2:13][CH2:12][CH2:11][CH:10]([S:14]([C:17]3[CH:22]=[CH:21][CH:20]=[CH:19][CH:18]=3)(=[O:16])=[O:15])[CH:9]2[CH3:23])[O:7]1.C1(C(C2C=CC=CC=2)C2C=CC=CC=2)C=CC=CC=1.Br[CH2:46][CH2:47][CH2:48][CH2:49][CH2:50][CH2:51][CH2:52][CH2:53][CH2:54][CH2:55][OH:56].[Cl-].[NH4+]>C1COCC1.CN(P(N(C)C)(N(C)C)=O)C>[CH2:25]1[CH2:6][O:7][C:9]2([CH3:23])[C:10]([CH2:46][CH2:47][CH2:48][CH2:49][CH2:50][CH2:51][CH2:52][CH2:53][CH2:54][CH2:55][OH:56])([S:14]([C:17]3[CH:22]=[CH:21][CH:20]=[CH:19][CH:18]=3)(=[O:16])=[O:15])[CH2:11][CH2:12][CH2:13][CH:8]2[O:24]1 |f:4.5|. Procedure details: A solution of n-butyl lithium (1.02 ml) was added dropwise to a solution of 304 mg of 1,1-(ethylenedioxy)-2-methyl-3-(phenylsulfonyl)-cyclohexane and 4 mg of triphenylmethane in 5 ml of THF at −78° C. under an argon stream. After stirring for 10 minutes, the reaction was effected at room temperature for 1 hour. HMPA (1 ml) was added to the reaction mixture. It was then recooled to −78° C., followed by the dropwise addition of a solution of 90 mg of 10-bromo-1-decanol in 2 ml of THF. After reacti...